From a dataset of the Open Reaction Database (ORD), a public repository of structured organic reaction records. describe an organic reaction: reactants, conditions, products, and yield The reactants are C(C)(C)(C)C1=NOC(=N1)N1CCC(CC1)NC1CC1 ([1-(3-tert-butyl-[1,2,4]oxadiazol-5-yl)-piperidin-4-yl]-cyclopropyl-amine), O1C=NC=C1C=1N=CC(=NC1)C(=O)O (5-oxazol-5-yl-pyrazine-2-carboxylic acid). Yields the product C(C)(C)(C)C1=NOC(=N1)N1CCC(CC1)N(C(=O)C1=NC=C(N=C1)C1=CN=CO1)C1CC1 (5-Oxazol-5-yl-pyrazine-2-carboxylic acid [1-(3-tert-butyl-[1,2,4]oxadiazol-5-yl)-piperidin-4-yl]-cyclopropyl-amide). As a reaction SMILES: [C:1]([C:5]1[N:9]=[C:8]([N:10]2[CH2:15][CH2:14][CH:13]([NH:16][CH:17]3[CH2:19][CH2:18]3)[CH2:12][CH2:11]2)[O:7][N:6]=1)([CH3:4])([CH3:3])[CH3:2].[O:20]1[C:24]([C:25]2[N:26]=[CH:27][C:28]([C:31](O)=[O:32])=[N:29][CH:30]=2)=[CH:23][N:22]=[CH:21]1>>[C:1]([C:5]1[N:9]=[C:8]([N:10]2[CH2:11][CH2:12][CH:13]([N:16]([CH:17]3[CH2:19][CH2:18]3)[C:31]([C:28]3[CH:27]=[N:26][C:25]([C:24]4[O:20][CH:21]=[N:22][CH:23]=4)=[CH:30][N:29]=3)=[O:32])[CH2:14][CH2:15]2)[O:7][N:6]=1)([CH3:4])([CH3:2])[CH3:3]. Reported procedure: The title compound is prepared from [1-(3-tert-butyl-[1,2,4]oxadiazol-5-yl)-piperidin-4-yl]-cyclopropyl-amine and 5-oxazol-5-yl-pyrazine-2-carboxylic acid following a procedure analogous to that described in Example 1. LC (method 8): tR=1.57 min; Mass spectrum (ESI+): m/z=438 [M+H]+. The reactants are C(CC)N(C(=O)N1N=C(N=C1)SCCC)CCC (1-dipropylcarbamoyl-3-propylthio-1,2,4-triazole), OO (hydrogen peroxide). Solvent: C(C)(=O)O (acetic acid). The product is C(CC)N(C(=O)N1N=C(N=C1)S(=O)CCC)CCC (1-dipropylcarbamoyl-3-propylsulphinyl-1,2,4-triazole). Reaction SMILES: [CH2:1]([N:4]([CH2:16][CH2:17][CH3:18])[C:5]([N:7]1[CH:11]=[N:10][C:9]([S:12][CH2:13][CH2:14][CH3:15])=[N:8]1)=[O:6])[CH2:2][CH3:3].[OH:19]O>C(O)(=O)C>[CH2:16]([N:4]([CH2:1][CH2:2][CH3:3])[C:5]([N:7]1[CH:11]=[N:10][C:9]([S:12]([CH2:13][CH2:14][CH3:15])=[O:19])=[N:8]1)=[O:6])[CH2:17][CH3:18]. Reported procedure: A solution of 13.5 g. 1-dipropylcarbamoyl-3-propylthio-1,2,4-triazole and 100 vol. hydrogen peroxide solution (5.7 ml., 1.0 molecular proportion) in 450 ml. glacial acetic acid was kept at room temperature for 14 days. The resulting solution was evaporated to dryness under reduced pressure and the residual oil was dissolved in methylene dichloride. The resulting solution was washed successively with 0.5N sodium hydroxide solution, and 0.5N hydrochloric acid. Solvent was removed from the solution...